This data is from the Open Reaction Database (ORD), a public repository of structured organic reaction records. The task is: describe an organic reaction: reactants, conditions, products, and yield The reactants are CC(C)(C)[Si](OC1CC2=CC[C@H]3[C@@H]4CCC([C@@]4(C)CC[C@@H]3[C@]2(CC1)C)(O)C1=COC=C1)(C)C (3-[[(1,1-dimethylethyl)dimethylsilyl]oxy]-17-(3-furanyl)-androst-5-en-17-ol), Cl (hydrogen chloride), C(Cl)Cl (methylene chloride). Solvent: O1CCOCC1 (1,4-dioxane). Yields the product O1C=C(C=C1)C=1[C@]2(C)[C@@H](CC1)[C@@H]1CC=C3C[C@H](CC[C@]3(C)[C@H]1CC2)O ((3β)-17-(3-furanyl)-androsta-5,16-dien-3-ol). The yield is 58.4%. RXN SMILES: CC([Si](C)(C)[O:6][CH:7]1[CH2:24][CH2:23][C@@:22]2([CH3:25])[C:9](=[CH:10][CH2:11][C@@H:12]3[C@@H:21]2[CH2:20][CH2:19][C@@:17]2([CH3:18])[C@H:13]3[CH2:14][CH2:15][C:16]2([C:27]2[CH:31]=[CH:30][O:29][CH:28]=2)O)[CH2:8]1)(C)C.Cl.C(Cl)Cl>O1CCOCC1>[O:29]1[CH:30]=[CH:31][C:27]([C:16]2[C@:17]3([CH2:19][CH2:20][C@H:21]4[C@@H:12]([CH2:11][CH:10]=[C:9]5[C@:22]4([CH3:25])[CH2:23][CH2:24][C@H:7]([OH:6])[CH2:8]5)[C@@H:13]3[CH2:14][CH:15]=2)[CH3:18])=[CH:28]1. Procedure details: Combine (3β,17β)-3β,17β)-3-[[(1,1-dimethylethyl)dimethylsilyl]oxy]-17-(3-furanyl)-androst-5-en-17-ol (2.50 g, 5.31 mmol) prepared as in Scheme III, step B above, with 4N hydrogen chloride in 1,4-dioxane (35 mL) under an atmosphere of nitrogen. Stir the reaction for 40 minutes at room temperature and then dilute the reaction with methylene chloride (150 mL). Wash the organic layer with water (35 mL), saturated sodium bicarbonate (2×50 mL), brine (30 mL), dry over anhydrous magnesium sulfate, filt... The reactants are C(C=C)(=O)OC (methyl acrylate), C(C)(=O)CC(C)=O (acetyl acetone), [Na] (sodium). Product: COC(CCC(C(C)=O)C(C)=O)=O (4-acetyl-5-oxohexanoic acid methyl ester). Procedure details: 4-acetyl-5-oxohexanoic acid methyl ester was prepared through the Michael addition of methyl acrylate to acetyl acetone in the presence of metallic sodium. The crude product was purified by vacuum distillation and received in a purity of approximately 99%. As a reaction SMILES: [C:1]([O:5][CH3:6])(=[O:4])[CH:2]=[CH2:3].[C:7]([CH2:10][C:11](=[O:13])[CH3:12])(=[O:9])[CH3:8].[Na]>>[CH3:6][O:5][C:1](=[O:4])[CH2:2][CH2:3][CH:10]([C:11](=[O:13])[CH3:12])[C:7](=[O:9])[CH3:8] |^1:13|. Starting materials: C1N2CCC(C=3NC=4C=CC=CC4C31)CC2 (3,4,5,6-tetrahydro-1H-2,5-ethanoazepino[4,3-b]indole), BrC=1C=C2C=CC(=NC2=CC1)C (6-bromo-2-methylquinoline). Product: CC1=NC2=CC=C(C=C2C=C1)N1C2=C(C=3C=CC=CC13)CN1CCC2CC1 (6-(2-methylquinolin-6-yl)-3,4,5,6-tetrahydro-1H-2,5-ethanoazepino[4,3-b]indole). Reaction SMILES: [CH2:1]1[C:14]2[C:13]3[CH:12]=[CH:11][CH:10]=[CH:9][C:8]=3[NH:7][C:6]=2[CH:5]2[CH2:15][CH2:16][N:2]1[CH2:3][CH2:4]2.Br[C:18]1[CH:19]=[C:20]2[C:25](=[CH:26][CH:27]=1)[N:24]=[C:23]([CH3:28])[CH:22]=[CH:21]2>>[CH3:28][C:23]1[CH:22]=[CH:21][C:20]2[C:25](=[CH:26][CH:27]=[C:18]([N:7]3[C:8]4[CH:9]=[CH:10][CH:11]=[CH:12][C:13]=4[C:14]4[CH2:1][N:2]5[CH2:3][CH2:4][CH:5]([C:6]3=4)[CH2:15][CH2:16]5)[CH:19]=2)[N:24]=1. Procedure details: The reaction of 3,4,5,6-tetrahydro-1H-2,5-ethanoazepino[4,3-b]indole (212 mg, 1.0 mmol; Example 187A) and 6-bromo-2-methylquinoline (333 mg, 1.5 mmol; Oakwood) was performed as described in Example 68 to afford the title compound: 1H NMR (300 MHz, methanol-d4) δ ppm 1.94-2.20 (m, 4H) 2.78 (s, 3H) 2.91-2.98 (m, 1H) 3.09-3.29 (m, 4H) 4.35 (s, 2H) 7.06-7.11 (m, 3H) 7.39-7.45 (m, 1H) 7.53 (d, J=8 Hz, 1H) 7.67 (dd, J=9, 2 Hz, 1H) 7.89 (d, J=2 Hz, 1H) 8.13 (d, J=9 Hz, 1H) 8.33 (d, J=8 Hz, 1H); MS (DCI... The reactants are C(C)(C)(C)OC(=O)N[C@@]1([C@@H]2[C@H]([C@@H]2C2(CC2)C1)C(=O)OC(C)(C)C)C(=O)OC(C)(C)C (ditert-butyl (1S,2S,5R,6S)-2-(tert-butoxycarbonylamino)spiro[bicyclo[3.1.0]hexane-4,1′-cyclopropane]-2,6-dicarboxylate), Cl (hydrochloric acid). The solvent is O1CCOCC1 (1,4-dioxane). Conditions: temperature 90 celsius, time 1 hour. The product is Cl.N[C@@]1([C@@H]2[C@H]([C@@H]2C2(CC2)C1)C(=O)O)C(=O)O ((1S,2S,5R,6S)-2-Aminospiro[bicyclo[3.1.0]hexane-4,1′-cyclopropane]-2,6-dicarboxylic acid hydrochloride). Yield: 50.1%. Reaction SMILES: C(OC([NH:8][C@@:9]1([C:24]([O:26]C(C)(C)C)=[O:25])[CH2:16][C:13]2([CH2:15][CH2:14]2)[C@@H:12]2[C@H:10]1[C@H:11]2[C:17]([O:19]C(C)(C)C)=[O:18])=O)(C)(C)C.[ClH:31]>O1CCOCC1>[ClH:31].[NH2:8][C@@:9]1([C:24]([OH:26])=[O:25])[CH2:16][C:13]2([CH2:15][CH2:14]2)[C@@H:12]2[C@H:10]1[C@H:11]2[C:17]([OH:19])=[O:18] |f:3.4|. Procedure: Charge a 5 mL ReactiVial with ditert-butyl (1S,2S,5R,6S)-2-(tert-butoxycarbonylamino)spiro[bicyclo[3.1.0]hexane-4,1′-cyclopropane]-2,6-dicarboxylate (55 mg, 129.8 μmol). To this add a 5N aqueous hydrochloric acid solution (3 mL; 20.8 mmol) and 1,4-dioxane (1 mL). Stir the mixture at 90° C. for one hour. Seal the ReactiVial and continue stirring at 90° C. for 3 hours. Cool to ambient temperature and stand for 3 days. Concentrate under reduced pressure to a dark solid. Prepare a Oasis® HLB Waters ... Reactants: CC#CCOc1cc(Cl)ncn1, C=C(C)CO, [Cl-], [H-], [NH4+], [Na+], C1CCOC1. Product: C=C(C)COc1cc(OCC#CC)ncn1. Reaction SMILES: [CH2:8]([C:9]#[C:10][CH3:11])[O:12][c:13]1[n:14][cH:15][n:16][c:17]([Cl:19])[cH:18]1.[CH3:3][C:4]([CH2:5][OH:6])=[CH2:7].[Cl-:20].[H-:1].[NH4+:21].[Na+:2].[O:22]1[CH2:23][CH2:24][CH2:25][CH2:26]1>>[CH3:3][C:4]([CH2:5][O:6][c:17]1[n:16][cH:15][n:14][c:13]([O:12][CH2:8][C:9]#[C:10][CH3:11])[cH:18]1)=[CH2:7]. The reactants are OCCCCCCCCCBr, CN(C)CC(N)CC(=O)OCc1ccccc1, Cl, Cl, Oc1ccc(F)cc1F, OCCCCCCCCCOc1ccc(F)cc1F, O=C(O)CCCCCCCCOc1ccc(F)cc1F. Yields the product CN(C)CC(CC(=O)OCc1ccccc1)NC(=O)CCCCCCCCOc1ccc(F)cc1F. As a reaction SMILES: [Br:10][CH2:11][CH2:12][CH2:13][CH2:14][CH2:15][CH2:16][CH2:17][CH2:18][CH2:19][OH:20].[CH2:62]([c:63]1[cH:64][cH:65][cH:66][cH:67][cH:68]1)[O:69][C:70]([CH2:71][CH:72]([CH2:73][N:74]([CH3:75])[CH3:76])[NH2:77])=[O:78].[ClH:60].[ClH:61].[F:1][c:2]1[cH:3][c:4]([F:5])[cH:6][cH:7][c:8]1[OH:9].[F:21][c:22]1[c:23]([O:24][CH2:25][CH2:26][CH2:27][CH2:28][CH2:29][CH2:30][CH2:31][CH2:32][CH2:33][OH:34])[cH:35][cH:36][c:37]([F:39])[cH:38]1.[F:40][c:41]1[cH:42][c:43]([F:44])[cH:45][cH:46][c:47]1[O:48][CH2:49][CH2:50][CH2:51][CH2:52][CH2:53][CH2:54][CH2:55][CH2:56][C:57]([OH:58])=[O:59]>>[F:21][c:22]1[c:23]([O:24][CH2:25][CH2:26][CH2:27][CH2:28][CH2:29][CH2:30][CH2:31][CH2:32][C:33](=[O:34])[NH:77][CH:72]([CH2:71][C:70]([O:69][CH2:62][c:63]2[cH:64][cH:65][cH:66][cH:67][cH:68]2)=[O:78])[CH2:73][N:74]([CH3:75])[CH3:76])[cH:35][cH:36][c:37]([F:39])[cH:38]1. Reactants: ClCCl, O=C(O)C(F)(F)F, CN1CCC(C)(C(=O)Nc2ccc3c(c2)c(-c2nc4ccccc4[nH]2)nn3C2CCCCO2)CC1. Product: CN1CCC(C)(C(=O)Nc2ccc3[nH]nc(-c4nc5ccccc5[nH]4)c3c2)CC1. Reaction SMILES: [Cl:43][CH2:44][Cl:45].[F:1][C:2]([F:3])([F:4])[C:5]([OH:6])=[O:7].[nH:8]1[c:9](-[c:17]2[n:18][n:19]([CH:37]3[CH2:38][CH2:39][CH2:40][CH2:41][O:42]3)[c:20]3[cH:21][cH:22][c:23]([NH:26][C:27](=[O:28])[C:29]4([CH3:36])[CH2:30][CH2:31][N:32]([CH3:35])[CH2:33][CH2:34]4)[cH:24][c:25]23)[n:10][c:11]2[c:12]1[cH:13][cH:14][cH:15][cH:16]2>>[n:8]1[c:9](-[c:17]2[n:18][nH:19][c:20]3[cH:21][cH:22][c:23]([NH:26][C:27](=[O:28])[C:29]4([CH3:36])[CH2:30][CH2:31][N:32]([CH3:35])[CH2:33][CH2:34]4)[cH:24][c:25]23)[nH:10][c:11]2[c:12]1[cH:13][cH:14][cH:15][cH:16]2. Reactants: [N+](=O)([O-])C=1C=C(N)C=CC1 (3-Nitroaniline), CCN(C(C)C)C(C)C ((i-Pr)2NEt), C(CCC)(=O)Cl (butyryl chloride). Run in ClCCl (dichloromethane). Product: [N+](=O)([O-])C=1C=C(C=CC1)NC(CCC)=O (N-(3-nitrophenyl)butyramide). Isolated yield 100.0%. Reaction SMILES: [N+:1]([C:4]1[CH:5]=[C:6]([CH:8]=[CH:9][CH:10]=1)[NH2:7])([O-:3])=[O:2].CCN(C(C)C)C(C)C.[C:20](Cl)(=[O:24])[CH2:21][CH2:22][CH3:23]>ClCCl>[N+:1]([C:4]1[CH:5]=[C:6]([NH:7][C:20](=[O:24])[CH2:21][CH2:22][CH3:23])[CH:8]=[CH:9][CH:10]=1)([O-:3])=[O:2]. Procedure details: 3-Nitroaniline (6.00 g, 43.4 mmol) was sealed in a flask with stir bar under nitrogen and dissolved with dichloromethane (DCM, 145 mL). The solution was cooled on ice before (i-Pr)2NEt (8.35 ml, 47.8 mmol) and butyryl chloride (5.00 ml, 47.8 mmol) were added. The flask was removed from the ice and stirred for 16 h. The reaction was then diluted with DCM and aq. 1 M HCl, the layers were separated, and the combined organics were washed again with 1 M aq. HCl, then twice with half-saturated aq. NaH...